Dataset: the Open Reaction Database (ORD), a public repository of structured organic reaction records. Task: describe an organic reaction: reactants, conditions, products, and yield Reactants: [OH-].[Na+] (sodium hydroxide), C1(=CC=CC=C1)C1(C=CC=2C(=NN(C2C1)S(=O)(=O)C1=CC=C(C=C1)C)C=1C=NC=CC1)C1=CC=CC=C1 (6,6-diphenyl-3-pyrid-3-yl-1-(4-toluenesulphonyl)-6,7-dihydro-1H-indazole). Solvent: O1CCCC1 (tetrahydrofuran). Conditions: temperature 40 celsius, time 20 hour. Yields the product C1(=CC=CC=C1)C1(C=CC=2C(=NNC2C1)C=1C=NC=CC1)C1=CC=CC=C1 (6,6-diphenyl-3-pyrid-3-yl-6,7-dihydro-1H-indazole). Isolated yield 63.1%. As a reaction SMILES: [OH-].[Na+].[C:3]1([C:9]2([C:34]3[CH:39]=[CH:38][CH:37]=[CH:36][CH:35]=3)[CH2:17][C:16]3[N:15](S(C4C=CC(C)=CC=4)(=O)=O)[N:14]=[C:13]([C:28]4[CH:29]=[N:30][CH:31]=[CH:32][CH:33]=4)[C:12]=3[CH:11]=[CH:10]2)[CH:8]=[CH:7][CH:6]=[CH:5][CH:4]=1>O1CCCC1>[C:34]1([C:9]2([C:3]3[CH:8]=[CH:7][CH:6]=[CH:5][CH:4]=3)[CH2:17][C:16]3[NH:15][N:14]=[C:13]([C:28]4[CH:29]=[N:30][CH:31]=[CH:32][CH:33]=4)[C:12]=3[CH:11]=[CH:10]2)[CH:35]=[CH:36][CH:37]=[CH:38][CH:39]=1 |f:0.1|. Procedure: Aqueous 1N sodium hydroxide solution is added to a solution of 0.08 g of 6,6-diphenyl-3-pyrid-3-yl-1-(4-toluenesulphonyl)-6,7-dihydro-1H-indazole in 2 cm3 of tetrahydrofuran. After stirring in the region of 40° C. for about 20 hours, the mixture is concentrated to dryness under reduced pressure (13 kPa). The residue is taken up in 20 cm3 of ethyl acetate. The solution obtained is washed with twice 10 cm3 of water and with 10 cm3 of saturated aqueous sodium chloride solution, dried over magnesium...